This data is from the Open Reaction Database (ORD), a public repository of structured organic reaction records. The task is: describe an organic reaction: reactants, conditions, products, and yield The reactants are CC1=NN=C2N1N=C(C=C2)C=2C=C(C=CC2)NC(CCC)=O (N-[3-(3-methyl-1,2,4-triazolo[4,3-b]-pyridazin-6-yl)phenyl]butanamide), [H-].[Na+] (sodium hydride), CI (methyl iodide). Solvent: CN(C=O)C (dimethylformamide). The product is CN(C(CCC)=O)C1=CC(=CC=C1)C=1C=CC=2N(N1)C(=NN2)C (N-Methyl-N-[3-(3-methyl-1,2,4-triazolo[4,3-b]pyridazin-6-yl)phenyl]butanamide). RXN SMILES: [CH3:1][C:2]1[N:6]2[N:7]=[C:8]([C:11]3[CH:12]=[C:13]([NH:17][C:18](=[O:22])[CH2:19][CH2:20][CH3:21])[CH:14]=[CH:15][CH:16]=3)[CH:9]=[CH:10][C:5]2=[N:4][N:3]=1.[H-].[Na+].[CH3:25]I>CN(C)C=O>[CH3:25][N:17]([C:13]1[CH:14]=[CH:15][CH:16]=[C:11]([C:8]2[CH:9]=[CH:10][C:5]3[N:6]([C:2]([CH3:1])=[N:3][N:4]=3)[N:7]=2)[CH:12]=1)[C:18](=[O:22])[CH2:19][CH2:20][CH3:21] |f:1.2|. Procedure details: A mixture of 2 g of N-[3-(3-methyl-1,2,4-triazolo[4,3-b]-pyridazin-6-yl)phenyl]butanamide, 0.32 g sodium hydride (50% in oil), 0.41 ml of methyl iodide and 200 ml of dimethylformamide was reacted in the manner described in Example 2. The desired product was obtained as white crystals, 1.45 g, mp 140°-143° C. Starting materials: BrC1=CC(=C(C=C1)O)CC(=C)C (4-bromo-2-(2-methylallyl)phenol), II (iodine). Run in C(C)(C)(C)OC (methyl tert-butyl ether), C(Cl)Cl (CH2Cl2). Reaction conditions: time 48 hour. The product is BrC=1C=CC2=C(CC(O2)(C)C)C1 (5-bromo-2,2-dimethyl-2,3-dihydrobenzofuran). Yield: 89.0%. RXN SMILES: [Br:1][C:2]1[CH:7]=[CH:6][C:5]([OH:8])=[C:4]([CH2:9][C:10]([CH3:12])=[CH2:11])[CH:3]=1.II>C(Cl)Cl.C(OC)(C)(C)C>[Br:1][C:2]1[CH:7]=[CH:6][C:5]2[O:8][C:10]([CH3:12])([CH3:11])[CH2:9][C:4]=2[CH:3]=1. Reported procedure: To a solution of 4-bromo-2-(2-methylallyl)phenol (7) (4.5 g, 19.8 mmol) in CH2Cl2 (250 mL) was added iodine (1.3 g, 4.95 mmol) and the mixture stirred at room temperature for 48 h. The mixture was then diluted with methyl tert-butyl ether (100 mL) and washed with H2O (50 mL), brine (50 mL), dried over anhydrous sodium sulfate and concentrated under reduced pressure. The residue was purified by flash chromatography (silica gel, eluting with 5% ethyl acetate in hexanes) to give the title compound ... The reactants are COC([C@@H](C(CC1=CC=C(C=C1)C1=CC(=CC=C1)Cl)NC(=O)OC(C)(C)C)O)=O ((R)-3-tert-butoxycarbonylamino-4-(3′-chloro-biphenyl-4-yl)-2-hydroxy-butyric acid methyl ester), Cl (HCl). The solvent is O1CCOCC1 (dioxane). Run at time 1 hour. Product: Cl.COC([C@@H](C(CC1=CC=C(C=C1)C1=CC(=CC=C1)Cl)N)O)=O ((R)-3-amino-4-(3′-chloro-biphenyl-4-yl)-2-hydroxy-butyric acid methyl ester hydrochloride). RXN SMILES: [CH3:1][O:2][C:3](=[O:29])[C@H:4]([OH:28])[CH:5]([NH:20]C(OC(C)(C)C)=O)[CH2:6][C:7]1[CH:12]=[CH:11][C:10]([C:13]2[CH:18]=[CH:17][CH:16]=[C:15]([Cl:19])[CH:14]=2)=[CH:9][CH:8]=1.Cl>O1CCOCC1>[ClH:19].[CH3:1][O:2][C:3](=[O:29])[C@H:4]([OH:28])[CH:5]([NH2:20])[CH2:6][C:7]1[CH:8]=[CH:9][C:10]([C:13]2[CH:18]=[CH:17][CH:16]=[C:15]([Cl:19])[CH:14]=2)=[CH:11][CH:12]=1 |f:3.4|. Reported procedure: (R)-3-tert-butoxycarbonylamino-4-(3′-chloro-biphenyl-4-yl)-2-hydroxy-butyric acid methyl ester (113 mg, 0.269 mmol) is treated with 4M HCl in dioxane (2 mL). After being stirred at room temperature for 1 h, the reaction mixture is concentrated. The residue is used for a next step without further purification. HPLC retention time=1.22, 1.29 minutes (condition A): MS (m+1)=320. Starting materials: CC=1C=CC=C2C=C(NC12)C(=O)O (7-methylindole-2-carboxylic acid), Cl.CN(CCCN=C=NCC)C (1-(3-dimethylaminopropyl)-3-ethylcarbodiimide hydrochloride), CN1CCNCC1 (N-methylpiperazine). The solvent is C(Cl)Cl (CH2Cl2). Reaction conditions: time 16 hour. The product is CC=1C=CC=C2C=C(NC12)C(=O)N1CCN(CC1)C ((7-Methyl-1H-indol-2-yl)-(4-methyl-piperazin-1-yl)-methanone). Isolated yield 97.2%. RXN SMILES: [CH3:1][C:2]1[CH:3]=[CH:4][CH:5]=[C:6]2[C:10]=1[NH:9][C:8]([C:11]([OH:13])=O)=[CH:7]2.Cl.CN(C)CCCN=C=NCC.[CH3:26][N:27]1[CH2:32][CH2:31][NH:30][CH2:29][CH2:28]1>C(Cl)Cl>[CH3:1][C:2]1[CH:3]=[CH:4][CH:5]=[C:6]2[C:10]=1[NH:9][C:8]([C:11]([N:30]1[CH2:31][CH2:32][N:27]([CH3:26])[CH2:28][CH2:29]1)=[O:13])=[CH:7]2 |f:1.2|. Reported procedure: A mixture of 7-methylindole-2-carboxylic acid (1.79 g, 10 mmol),1-(3-dimethylaminopropyl)-3-ethylcarbodiimide hydrochloride (EDC, 2.88 g, 15 mmol) in CH2Cl2 (100 mL) was treated with N-methylpiperazine (2.22 mL, 20 mmol). The reaction mixture was stirred at ambient temperature for 16 h and then concentrated under reduced pressure. The residue was dissolved in CH2Cl2 (100 mL), washed with water (25 mL×2) and then brine (25 mL), dried over sodium sulfate, filtered, and concentrated under reduced p... Reactants: B(Br)(Br)Br (boron tribromide), COC=1C=C2C=COC(C2=CC1)=O (6-methoxyisochromen-1-one), C([O-])([O-])=O.[Na+].[Na+] (sodium carbonate). Solvent: ClCCl (dichloromethane). Conditions: time 16 hour. Yields the product OC=1C=C2C=COC(C2=CC1)=O (6-Hydroxyisochromen-1-one). Reaction SMILES: B(Br)(Br)Br.C[O:6][C:7]1[CH:8]=[C:9]2[C:14](=[CH:15][CH:16]=1)[C:13](=[O:17])[O:12][CH:11]=[CH:10]2.C(=O)([O-])[O-].[Na+].[Na+]>ClCCl>[OH:6][C:7]1[CH:8]=[C:9]2[C:14](=[CH:15][CH:16]=1)[C:13](=[O:17])[O:12][CH:11]=[CH:10]2 |f:2.3.4|. Procedure: A solution of boron tribromide (1M in dichloromethane, 130 mL) was added to a solution of 6-methoxyisochromen-1-one (9.3 g) in dichloromethane (300 mL) at 0° C., and the mixture was stirred at room temperature for 16 h. After addition of sodium carbonate solution, the mixture was washed with ethyl acetate, and the aqueous phase was acidified with 2N HCl, extracted with ethyl acetate, dried over magnesium sulfate and concentrated. The residue was chromatographed on silica gel. The product with th...